The task is: describe an organic reaction: reactants, conditions, products, and yield. This data is from the Open Reaction Database (ORD), a public repository of structured organic reaction records. The reactants are [Br-], O=C(N1CCc2ccc(Br)cc2C1)C(F)(F)F, CCOC(=O)CCC[Zn+]. Product: CCOC(=O)CCCc1ccc2c(c1)CN(C(=O)C(F)(F)F)CC2. RXN SMILES: [Br-:18].[Br:1][c:2]1[cH:3][cH:4][c:5]2[c:10]([cH:11]1)[CH2:9][N:8]([C:12]([C:13]([F:14])([F:15])[F:16])=[O:17])[CH2:7][CH2:6]2.[CH2:19]([CH3:20])[O:21][C:22]([CH2:23][CH2:24][CH2:25][Zn+:26])=[O:27]>>[c:2]1([CH2:25][CH2:24][CH2:23][C:22]([O:21][CH2:19][CH3:20])=[O:27])[cH:3][cH:4][c:5]2[c:10]([cH:11]1)[CH2:9][N:8]([C:12]([C:13]([F:14])([F:15])[F:16])=[O:17])[CH2:7][CH2:6]2.